Dataset: the Open Reaction Database (ORD), a public repository of structured organic reaction records. Task: describe an organic reaction: reactants, conditions, products, and yield Starting materials: N1=CC(=CC=C1)C(=O)NCCN1C=C(C=CC1=O)C(=O)O (1,6-dihydro-1-[2-(3-pyridinylcarbonylamino)ethyl]-6-oxo-3-pyridinecarboxylicacid), S(=O)(Cl)Cl (thionyl chloride), N1=CC=CC=C1 (Pyridine). Conditions: time 16 hour. Yields the product C(C)OC(=O)C1=CN(C(C=C1)=O)CCNC(=O)C=1C=NC=CC1 (1,6-Dihydro-1-[2-(3-pyridinylcarbonylamino)ethyl]-6-oxo-3-pyridinecarboxylic acid ethyl ester). RXN SMILES: [N:1]1[CH:6]=[CH:5][CH:4]=[C:3]([C:7]([NH:9][CH2:10][CH2:11][N:12]2[C:17](=[O:18])[CH:16]=[CH:15][C:14]([C:19]([OH:21])=[O:20])=[CH:13]2)=[O:8])[CH:2]=1.S(Cl)(Cl)=O.N1C=CC=[CH:28][CH:27]=1>>[CH2:27]([O:20][C:19]([C:14]1[CH:15]=[CH:16][C:17](=[O:18])[N:12]([CH2:11][CH2:10][NH:9][C:7]([C:3]2[CH:2]=[N:1][CH:6]=[CH:5][CH:4]=2)=[O:8])[CH:13]=1)=[O:21])[CH3:28]. Procedure details: To a 10 ml round bottomed flask fitted with a magnetic stirrer bar, reflux condensor, and nitrogen inlet was added 1,6-dihydro-1-[2-(3-pyridinylcarbonylamino)ethyl]-6-oxo-3-pyridinecarboxylicacid (0.14 g, 0.49 mmol) and thionyl chloride (3.0 ml). The mixture was heated for 1 hour at reflux, cooled to room temperature, and concentrated. The residue was suspended in absolute ethanol (7.0 ml) and 4-dimethylaminopyridine (1 mg). Pyridine (0.12 ml, 1.47 mmol) was added with stirring at room temperatu... Reactants: Br, Cc1ccc(S(=O)(=O)NC2CCCCN(c3nc4c(c(=O)n(C)c(=O)n4C)n3Cc3ccccc3)C2)cc1, CCOC(C)=O, Oc1ccccc1, c1ccccc1. Yields the product Cn1c(=O)c2c(nc(N3CCCCC(N)C3)n2Cc2ccccc2)n(C)c1=O. Reaction SMILES: [BrH:52].[CH2:1]([c:2]1[cH:3][cH:4][cH:5][cH:6][cH:7]1)[n:8]1[c:9]([N:21]2[CH2:22][CH:23]([NH:28][S:29]([c:30]3[cH:31][cH:32][c:33]([CH3:34])[cH:35][cH:36]3)(=[O:37])=[O:38])[CH2:24][CH2:25][CH2:26][CH2:27]2)[n:10][c:11]2[n:12]([CH3:20])[c:13](=[O:19])[n:14]([CH3:18])[c:15](=[O:17])[c:16]12.[CH3:46][CH2:47][O:48][C:49]([CH3:50])=[O:51].[OH:39][c:40]1[cH:41][cH:42][cH:43][cH:44][cH:45]1.[cH:53]1[cH:54][cH:55][cH:56][cH:57][cH:58]1>>[CH2:1]([c:2]1[cH:3][cH:4][cH:5][cH:6][cH:7]1)[n:8]1[c:9]([N:21]2[CH2:22][CH:23]([NH2:28])[CH2:24][CH2:25][CH2:26][CH2:27]2)[n:10][c:11]2[n:12]([CH3:20])[c:13](=[O:19])[n:14]([CH3:18])[c:15](=[O:17])[c:16]12. Starting materials: FC(C1=CC(=NC=2N1N=CC2C(=O)O)C2=CC=C(C=C2)C(F)(F)F)(F)F (7-trifluoromethyl-5-(4-trifluoromethyl-phenyl)-pyrazolo[1,5-a]pyrimidine-3-carboxylic acid), NC=1C=C(C=CC1)S(=O)(=O)NCC(C)C (3-amino-N-isobutyl-benzenesulfonamide). The product is C(C(C)C)NS(=O)(=O)C=1C=C(C=CC1)NC(=O)C=1C=NN2C1N=C(C=C2C(F)(F)F)C2=CC=C(C=C2)C(F)(F)F (7-Trifluoromethyl-5-(4-trifluoromethyl-phenyl)-pyrazolo[1,5-a]pyrimidine-3-carboxylic acid(3-isobutylsulfamoyl-phenyl)-amide). As a reaction SMILES: [F:1][C:2]([F:26])([F:25])[C:3]1[N:8]2[N:9]=[CH:10][C:11]([C:12](O)=[O:13])=[C:7]2[N:6]=[C:5]([C:15]2[CH:20]=[CH:19][C:18]([C:21]([F:24])([F:23])[F:22])=[CH:17][CH:16]=2)[CH:4]=1.[NH2:27][C:28]1[CH:29]=[C:30]([S:34]([NH:37][CH2:38][CH:39]([CH3:41])[CH3:40])(=[O:36])=[O:35])[CH:31]=[CH:32][CH:33]=1>>[CH2:38]([NH:37][S:34]([C:30]1[CH:29]=[C:28]([NH:27][C:12]([C:11]2[CH:10]=[N:9][N:8]3[C:3]([C:2]([F:26])([F:25])[F:1])=[CH:4][C:5]([C:15]4[CH:20]=[CH:19][C:18]([C:21]([F:24])([F:22])[F:23])=[CH:17][CH:16]=4)=[N:6][C:7]=23)=[O:13])[CH:33]=[CH:32][CH:31]=1)(=[O:36])=[O:35])[CH:39]([CH3:41])[CH3:40]. Reported procedure: The title compound was prepared from 7-trifluoromethyl-5-(4-trifluoromethyl-phenyl)-pyrazolo[1,5-a]pyrimidine-3-carboxylic acid (example C.2) and 3-amino-N-isobutyl-benzenesulfonamide [CAS 608523-95-1] according to general procedure II. Yellow solid. MS (ISP) 584.1 [(M−H)−]; mp 205° C. Starting materials: C=O (paraformaldehyde), NC1=CC2=C(OC3=C(S(C2)(=O)=O)C=C(C=C3C)C(=O)O)C(=C1)Cl (2-Amino-4-chloro-6-methyl-10,10-dioxo-10,11-dihydro-5-oxa-10lambda*6*-thia-dibenzo[a,d]cycloheptene-8-carboxylic acid), C[O-].[Na+] (sodium methoxide), [BH4-].[Na+] (sodium borohydride), [OH-].[K+] (KOH). The solvent is CO (MeOH). Conditions: time 5 hour. The product is ClC1=CC(=CC2=C1OC1=C(S(C2)(=O)=O)C=C(C=C1C)C(=O)O)NC (4-Chloro-6-methyl-2-methylamino-10,10-dioxo-10,11-dihydro-5-oxa-10lambda*6*-thia-dibenzo[a,d]cycloheptene-8-carboxylic acid). Isolated yield 38.5%. Reaction SMILES: [NH2:1][C:2]1[CH:22]=[C:21]([Cl:23])[C:5]2[O:6][C:7]3[C:16]([CH3:17])=[CH:15][C:14]([C:18]([OH:20])=[O:19])=[CH:13][C:8]=3[S:9](=[O:12])(=[O:11])[CH2:10][C:4]=2[CH:3]=1.[CH3:24][O-].[Na+].C=O.[BH4-].[Na+].[OH-].[K+]>CO>[Cl:23][C:21]1[C:5]2[O:6][C:7]3[C:16]([CH3:17])=[CH:15][C:14]([C:18]([OH:20])=[O:19])=[CH:13][C:8]=3[S:9](=[O:11])(=[O:12])[CH2:10][C:4]=2[CH:3]=[C:2]([NH:1][CH3:24])[CH:22]=1 |f:1.2,4.5,6.7|. Reported procedure: Methyl ester of Example 35j (0.5 g, 1.36 mmol) was added to solution of sodium methoxide [Na (0.156 g, 6.78 mmol) in methanol (6 mL)], which in turn was added to a solution of paraformaldehyde (0.057 g, 1.90 mmol) in MeOH (5 mL). The reaction mixture was stirred for 5 h at room temperature, treated with sodium borohydride (0.051 g, 1.36 mmol), refluxed for 1 h, cooled, treated with 1M aqueous KOH (1.5 mL) and stirred for 15 mins. It was extracted with ethyl acetate and the aqueous portion was ne... Reactants: CC=1C(=C(C(=O)O)C=CC1)[N+](=O)[O-] (3-methyl-2-nitrobenzoic acid). Reagents/catalysts: [Pd] (Pd/C). Solvent: C1CCOC1 (THF). Run at time 8 hour. Product: NC1=C(C(=O)O)C=CC=C1C (2-Amino-3-methylbenzoic acid). The yield is 98.0%. RXN SMILES: [CH3:1][C:2]1[C:3]([N+:11]([O-])=O)=[C:4]([CH:8]=[CH:9][CH:10]=1)[C:5]([OH:7])=[O:6]>[Pd].C1COCC1>[NH2:11][C:3]1[C:2]([CH3:1])=[CH:10][CH:9]=[CH:8][C:4]=1[C:5]([OH:7])=[O:6]. Reported procedure: Pd/C catalyst (ISO mg) was suspended in a solution of 3-methyl-2-nitrobenzoic acid (1.50 g, 8.28 mmol, 1.0 eq) in THF (60 mL), the mixture was stirred under H2 atmosphere at room temperature overnight. The Pd/C was removed by filtration over Celite and the THF was removed in vacuo to give 1.23 g of Iv-a as a white solid (yield 98%). LCMS m/z=152.1 (M+1) (Method B) (retention time=0.73 min). The product was used further without purification. The reactants are COCn1cc(C(=O)OC)cc1C=O, [H-]. Product: COCn1cc(C(=O)OC)cc1CO. Reaction SMILES: [CH:1](=[O:2])[c:3]1[n:4]([CH2:12][O:13][CH3:14])[cH:5][c:6]([C:8](=[O:9])[O:10][CH3:11])[cH:7]1.[H-:15]>>[CH2:1]([OH:2])[c:3]1[n:4]([CH2:12][O:13][CH3:14])[cH:5][c:6]([C:8](=[O:9])[O:10][CH3:11])[cH:7]1.